This data is from the Open Reaction Database (ORD), a public repository of structured organic reaction records. The task is: describe an organic reaction: reactants, conditions, products, and yield The reactants are [BH4-], Nc1cccc(Br)c1, CO, [Na+], O=Cc1cccnc1. Yields the product Brc1cccc(NCc2cccnc2)c1. As a reaction SMILES: [BH4-:17].[Br:1][c:2]1[cH:3][c:4]([NH2:5])[cH:6][cH:7][cH:8]1.[CH3:19][OH:20].[Na+:18].[n:9]1[cH:10][c:11]([CH:15]=[O:16])[cH:12][cH:13][cH:14]1>>[Br:1][c:2]1[cH:3][c:4]([NH:5][CH2:15][c:11]2[cH:10][n:9][cH:14][cH:13][cH:12]2)[cH:6][cH:7][cH:8]1. Starting materials: CCC(=O)N(c1ccccc1)C1CCN(C(=O)OCc2ccccc2)CC1C, CO, CC(=O)O. Yields the product CCC(=O)N(c1ccccc1)C1CCNCC1C. As a reaction SMILES: [CH2:1]([O:2][C:3](=[O:4])[N:11]1[CH2:12][CH:13]([CH3:28])[CH:14]([N:17]([c:18]2[cH:19][cH:20][cH:21][cH:22][cH:23]2)[C:24]([CH2:25][CH3:26])=[O:27])[CH2:15][CH2:16]1)[c:5]1[cH:6][cH:7][cH:8][cH:9][cH:10]1.[CH3:29][OH:30].[CH3:31][C:32](=[O:33])[OH:34]>>[NH:11]1[CH2:12][CH:13]([CH3:28])[CH:14]([N:17]([c:18]2[cH:19][cH:20][cH:21][cH:22][cH:23]2)[C:24]([CH2:25][CH3:26])=[O:27])[CH2:15][CH2:16]1.